Dataset: the Open Reaction Database (ORD), a public repository of structured organic reaction records. Task: describe an organic reaction: reactants, conditions, products, and yield Reactants: NC1=NC=C(C2=C1C(=CS2)C2=CC=C(C=C2)NC(=O)NC2=CC(=CC=C2)F)C=2C=NN(C2)CCO (N-(4-{4-amino-7-[1-(2-hydroxyethyl)-1H-pyrazol-4-yl]thieno[3,2-c]pyridin-3-yl}phenyl)-N′-(3-fluorophenyl)urea), solid, CS(=O)(=O)O (Methanesulfonic acid), A-968660 free base. The solvent is C(C)(=O)OCC (ethyl acetate). Conditions: temperature 40 celsius, time 30 minute. Product: S(C)(=O)(=O)O.NC1=NC=C(C2=C1C(=CS2)C2=CC=C(C=C2)NC(=O)NC2=CC(=CC=C2)F)C=2C=NN(C2)CCO (N-(4-{4-amino-7-[1-(2-hydroxyethyl)-1H-pyrazol-4-yl]thieno[3,2-c]pyridin-3-yl}phenyl)-N′-(3-fluorophenyl)urea mesylate). As a reaction SMILES: [NH2:1][C:2]1[C:7]2[C:8]([C:11]3[CH:16]=[CH:15][C:14]([NH:17][C:18]([NH:20][C:21]4[CH:26]=[CH:25][CH:24]=[C:23]([F:27])[CH:22]=4)=[O:19])=[CH:13][CH:12]=3)=[CH:9][S:10][C:6]=2[C:5]([C:28]2[CH:29]=[N:30][N:31]([CH2:33][CH2:34][OH:35])[CH:32]=2)=[CH:4][N:3]=1.[CH3:36][S:37]([OH:40])(=[O:39])=[O:38]>C(OCC)(=O)C>[S:37]([OH:40])(=[O:39])(=[O:38])[CH3:36].[NH2:1][C:2]1[C:7]2[C:8]([C:11]3[CH:12]=[CH:13][C:14]([NH:17][C:18]([NH:20][C:21]4[CH:26]=[CH:25][CH:24]=[C:23]([F:27])[CH:22]=4)=[O:19])=[CH:15][CH:16]=3)=[CH:9][S:10][C:6]=2[C:5]([C:28]2[CH:29]=[N:30][N:31]([CH2:33][CH2:34][OH:35])[CH:32]=2)=[CH:4][N:3]=1 |f:3.4|. Procedure: N-(4-{4-amino-7-[1-(2-hydroxyethyl)-1H-pyrazol-4-yl]thieno[3,2-c]pyridin-3-yl}phenyl)-N′-(3-fluorophenyl)urea free base solid (26 mg) was suspended in ethyl acetate (100 μL) at 40° C. with magnetic stirring. Methanesulfonic acid (6.6 μL, 4 M) was slowly added to A-968660 free base suspension at 40° C. with magnetic stirring. Amorphous material precipitated upon addition of the acid solution. Additional ethyl acetate (250 μL) was added and the suspension was stirred at 40° C. for 30 minutes. Soli... Starting materials: CC(=O)[O-], CCO, Cl, O=Cc1ccc([N+](=O)[O-])cc1, NC(CS)C(=O)O, [Na+], O. Yields the product O=C(O)C1CSC(c2ccc([N+](=O)[O-])cc2)N1. RXN SMILES: [CH3:10][C:11](=[O:12])[O-:13].[CH3:26][CH2:27][OH:28].[ClH:1].[N+:14](=[O:15])([O-:16])[c:17]1[cH:18][cH:19][c:20]([CH:21]=[O:22])[cH:23][cH:24]1.[NH2:2][CH:3]([CH2:4][SH:5])[C:6](=[O:7])[OH:8].[Na+:9].[OH2:25]>>[NH:2]1[CH:3]([C:6](=[O:7])[OH:8])[CH2:4][S:5][CH:21]1[c:20]1[cH:19][cH:18][c:17]([N+:14](=[O:15])[O-:16])[cH:24][cH:23]1.